From a dataset of the Open Reaction Database (ORD), a public repository of structured organic reaction records. describe an organic reaction: reactants, conditions, products, and yield Starting materials: [Li+].C[Si](C)(C)[N-][Si](C)(C)C (LiHMDS), Cl.C[C@@H]1CNCCO1 ((R)-2-methylmorpholine HCl salt), BrC1=C(C=C(C=C1)NC(C)=O)C (N-(4-bromo-3-methylphenyl)acetamide), C(C)(C)(C)P(C1=C(C=CC=C1)C1=CC=CC=C1)C(C)(C)C (2-(di-t-butylphosphino)biphenyl). The reagents and catalysts are C=1C=CC(=CC1)/C=C/C(=O)/C=C/C2=CC=CC=C2.C=1C=CC(=CC1)/C=C/C(=O)/C=C/C2=CC=CC=C2.C=1C=CC(=CC1)/C=C/C(=O)/C=C/C2=CC=CC=C2.[Pd].[Pd] (Pd2 dba3). Run at temperature 65 celsius, time 8 hour. The product is CC=1C=C(N)C=CC1N1C[C@H](OCC1)C ((R)-3-methyl-4-(2-methylmorpholino)aniline). RXN SMILES: Cl.[CH3:2][C@H:3]1[O:8][CH2:7][CH2:6][NH:5][CH2:4]1.Br[C:10]1[CH:15]=[CH:14][C:13]([NH:16]C(=O)C)=[CH:12][C:11]=1[CH3:20].C(P(C(C)(C)C)C1C=CC=CC=1C1C=CC=CC=1)(C)(C)C.[Li+].C[Si]([N-][Si](C)(C)C)(C)C>C1C=CC(/C=C/C(/C=C/C2C=CC=CC=2)=O)=CC=1.C1C=CC(/C=C/C(/C=C/C2C=CC=CC=2)=O)=CC=1.C1C=CC(/C=C/C(/C=C/C2C=CC=CC=2)=O)=CC=1.[Pd].[Pd]>[CH3:20][C:11]1[CH:12]=[C:13]([CH:14]=[CH:15][C:10]=1[N:5]1[CH2:6][CH2:7][O:8][C@H:3]([CH3:2])[CH2:4]1)[NH2:16] |f:0.1,4.5,6.7.8.9.10|. Procedure: Under N2 atmosphere, to a mixture of (R)-2-methylmorpholine HCl salt (1.1 g, 8 mmol), N-(4-bromo-3-methylphenyl)acetamide (1.7 g, 7.45 mmol), Pd2 dba3 (92 mg, 0.1 mmol) and 2-(di-t-butylphosphino)biphenyl (72 mg, 0.24 mmol) was added LiHMDS (28 mmol, 28 mL, 1 M in THF). The resulting mixture was stirred at 65° C. overnight. THF was removed under reduced pressure. The residue was treated with HCl (1N), basified with NaHCO3, and then extracted with EtOAc. The combined organics was washed with brin... The reactants are CC(=O)O, CC(=O)O, CCCCCCNc1ccc(C(C)=O)cc1, CCO, NNc1ccccc1, O. Yields the product CCCCCCNc1ccc(C(C)=NNc2ccccc2)cc1. Reaction SMILES: [C:25]([OH:26])(=[O:27])[CH3:28].[C:32]([OH:33])(=[O:34])[CH3:35].[CH2:1]([CH2:2][CH2:3][CH2:4][CH2:5][CH3:6])[NH:7][c:8]1[cH:9][cH:10][c:11]([C:14]([CH3:15])=[O:16])[cH:12][cH:13]1.[CH2:29]([OH:30])[CH3:31].[NH2:17][NH:18][c:19]1[cH:20][cH:21][cH:22][cH:23][cH:24]1.[OH2:36]>>[CH2:1]([CH2:2][CH2:3][CH2:4][CH2:5][CH3:6])[NH:7][c:8]1[cH:9][cH:10][c:11]([C:14]([CH3:15])=[N:17][NH:18][c:19]2[cH:20][cH:21][cH:22][cH:23][cH:24]2)[cH:12][cH:13]1. As a reaction SMILES: [CH3:16][CH2:17][OH:18].[N+:1]([O-:2])(=[O:3])[c:4]1[cH:5][cH:6][c:7]([N:10]2[CH2:11][CH2:12][O:13][CH2:14][CH2:15]2)[n:8][cH:9]1>>[NH2:1][c:4]1[cH:5][cH:6][c:7]([N:10]2[CH2:11][CH2:12][O:13][CH2:14][CH2:15]2)[n:8][cH:9]1. The reactants are CCO, O=[N+]([O-])c1ccc(N2CCOCC2)nc1. Yields the product Nc1ccc(N2CCOCC2)nc1.